From a dataset of the Open Reaction Database (ORD), a public repository of structured organic reaction records. describe an organic reaction: reactants, conditions, products, and yield The reactants are COc1cccc(C)c1N, COc1ccc2c(c1)CCn1c-2cc(Cl)nc1=O. Yields the product COc1ccc2c(c1)CCn1c-2cc(Nc2c(C)cccc2OC)nc1=O. RXN SMILES: [CH3:19][O:20][c:21]1[c:22]([NH2:23])[c:24]([CH3:28])[cH:25][cH:26][cH:27]1.[Cl:1][c:2]1[n:3][c:4](=[O:18])[n:5]2[c:6]([cH:17]1)-[c:7]1[cH:8][cH:9][c:10]([O:15][CH3:16])[cH:11][c:12]1[CH2:13][CH2:14]2>>[c:2]1([NH:23][c:22]2[c:21]([O:20][CH3:19])[cH:27][cH:26][cH:25][c:24]2[CH3:28])[n:3][c:4](=[O:18])[n:5]2[c:6]([cH:17]1)-[c:7]1[cH:8][cH:9][c:10]([O:15][CH3:16])[cH:11][c:12]1[CH2:13][CH2:14]2. Reactants: C(=O)(OC)C=1C=C(C=CC1)C1=CC2=C(C(C(=CO2)CC2=CC=CC=C2)=O)C=C1 (7-(3-Carbomethoxyphenyl)-3-phenylmethyl-benzopyran-4-one), [BH4-].[Na+] (sodium borohydride), CCCCCC (hexane), [Cl-].[NH4+] (ammonium chloride). Solvent: CO (methanol), CCOCC (ether). Run at time 2 hour. The product is C(=O)(OC)C=1C=C(C=CC1)C1=CC2=C(C(=C(CO2)CC2=CC=CC=C2)O)C=C1 (7-(3-Carbomethoxyphenyl)-4-hydroxy-3-phenylmethyl-benzopyran). RXN SMILES: [C:1]([C:5]1[CH:6]=[C:7]([C:11]2[CH:28]=[CH:27][C:14]3[C:15](=[O:26])[C:16]([CH2:19][C:20]4[CH:25]=[CH:24][CH:23]=[CH:22][CH:21]=4)=[CH:17][O:18][C:13]=3[CH:12]=2)[CH:8]=[CH:9][CH:10]=1)([O:3][CH3:4])=[O:2].[BH4-].[Na+].[Cl-].[NH4+].CCCCCC>CO.CCOCC>[C:1]([C:5]1[CH:6]=[C:7]([C:11]2[CH:28]=[CH:27][C:14]3[C:15]([OH:26])=[C:16]([CH2:19][C:20]4[CH:21]=[CH:22][CH:23]=[CH:24][CH:25]=4)[CH2:17][O:18][C:13]=3[CH:12]=2)[CH:8]=[CH:9][CH:10]=1)([O:3][CH3:4])=[O:2] |f:1.2,3.4|. Reported procedure: To a stirred solution of the compound of step G (6.50 g, 17.5 mmole) in 35 mL of methanol at room temperature was added sodium borohydride (940 mg, 26.0 mmole) in one portion. The dark mixture was stirred at room temperature for 2 hours then poured into saturated aqueous ammonium chloride solution (75 mL) and extracted with 3×75 mL of diethyl ether. The combined extracts were washed with brine, dried over sodium sulfate, filtered and concentrated in vacuo to give an off-yellow oil. Chromatograph... The reactants are FC=1C=C(C(CCNC2=C(N(C3=CC(=CC=C23)Cl)C(=O)OC(C)(C)C)C(=O)OC)=O)C=CC1 (3-[(m-fluorophenacyl)methylamino]-2-carbmethoxy-6-chloro-1-(tert-butyloxycarbonyl)-indole), FC(C(=O)O)(F)F (trifluoracetic acid). Run in C(Cl)Cl (methylene chloride), C(C)(=O)OCC (ethyl acetate). Product: FC=1C=C(C(CCNC2=C(NC3=CC(=CC=C23)Cl)C(=O)OC)=O)C=CC1 (3- [(m-fluorophenacyl)methylamino]-2-carbmethoxy-6-chloroindole). The yield is 70.0%. As a reaction SMILES: [F:1][C:2]1[CH:3]=[C:4]([CH:31]=[CH:32][CH:33]=1)[C:5](=[O:30])[CH2:6][CH2:7][NH:8][C:9]1[C:17]2[C:12](=[CH:13][C:14]([Cl:18])=[CH:15][CH:16]=2)[N:11](C(OC(C)(C)C)=O)[C:10]=1[C:26]([O:28][CH3:29])=[O:27].FC(F)(F)C(O)=O>C(Cl)Cl.C(OCC)(=O)C>[F:1][C:2]1[CH:3]=[C:4]([CH:31]=[CH:32][CH:33]=1)[C:5](=[O:30])[CH2:6][CH2:7][NH:8][C:9]1[C:17]2[C:12](=[CH:13][C:14]([Cl:18])=[CH:15][CH:16]=2)[NH:11][C:10]=1[C:26]([O:28][CH3:29])=[O:27]. Reported procedure: Dissolve 3-[(m-fluorophenacyl)methylamino]-2-carbmethoxy-6-chloro-1-(tert-butyloxycarbonyl)-indole from above in methylene chloride (5 mL). Add trifluoracetic acid (5 mL) and stir for 4 hours at room temperture. Dilute with ethyl acetate (50 mL) and rinse with 1N sodium hydroxide, saturated sodium chloride, dry over magnesium sulfate, filter and concentrate in vacuo. Purify the residue by flash chromatography (30% ethyl acetate/hexane) and recrystallize from ethyl acetate/hexane to yield the tit... Starting materials: solution, [H-].[Al+3].[Li+].[H-].[H-].[H-] (lithium aluminium hydride), O (water), [OH-].[Na+] (NaOH), O (water), CC(C)(C)OC(=O)NC1CCN(CC1)CC(C(=O)OC)C1=C(C=NC2=CC=C(N=C12)OC)F (methyl 3-[4-({[(1,1-dimethylethyl)oxy]carbonyl}amino)-1-piperidinyl]-2-[3-fluoro-6-(methyloxy)-1,5-naphthyridin-4-yl]propanoate). The solvent is C1CCOC1 (THF). Reaction conditions: temperature -10 celsius, time 2 hour. The product is FC=1C=NC2=CC=C(N=C2C1C(CN1CCC(CC1)NC(OC(C)(C)C)=O)CO)OC (1,1-Dimethylethyl (1-{2-[3-fluoro-6-(methyloxy)-1,5-naphthyridin-4-yl]-3-hydroxypropyl}-4-piperidinyl)carbamate). Yield: 80.1%. Reaction SMILES: [CH3:1][C:2]([O:5][C:6]([NH:8][CH:9]1[CH2:14][CH2:13][N:12]([CH2:15][CH:16]([C:21]2[C:30]3[C:25](=[CH:26][CH:27]=[C:28]([O:31][CH3:32])[N:29]=3)[N:24]=[CH:23][C:22]=2[F:33])[C:17](OC)=[O:18])[CH2:11][CH2:10]1)=[O:7])([CH3:4])[CH3:3].[H-].[Al+3].[Li+].[H-].[H-].[H-].O.[OH-].[Na+]>C1COCC1>[F:33][C:22]1[CH:23]=[N:24][C:25]2[C:30]([C:21]=1[CH:16]([CH2:17][OH:18])[CH2:15][N:12]1[CH2:11][CH2:10][CH:9]([NH:8][C:6](=[O:7])[O:5][C:2]([CH3:3])([CH3:4])[CH3:1])[CH2:14][CH2:13]1)=[N:29][C:28]([O:31][CH3:32])=[CH:27][CH:26]=2 |f:1.2.3.4.5.6,8.9|. Procedure details: A solution of methyl 3-[4-({[(1,1-dimethylethyl)oxy]carbonyl}amino)-1-piperidinyl]-2-[3-fluoro-6-(methyloxy)-1,5-naphthyridin-4-yl]propanoate (26.63 g, containing about 9% DMF by weight, estimate 52.5 mmol) was stirred under argon at −70° C. and treated with a 1M solution of lithium aluminium hydride in THF (60 ml). The mixture was allowed to warm to −10° C., stirred in an ice bath for 2 hours, treated with water (4.5 ml), 2N NaOH solution (8.44 ml) and water (9.7 ml) and stirred a further 30 mi... Procedure details: The carbamoylation step of the process of this invention can be conducted by mixing 2-methyl-2-(methylthio) propionaldehyde oxime with water at a preferred temperature of from about 0° C. to about 30° C. after which a catalyst is optionally added to the mixture. While maintaining the reaction temperature between about 0° C. and 30° C., methyl isocyanate is added with vigorous stirring over a sufficient period of time to provide for substantially complete conversion of 2-methyl-2-(methylthio) pro... Product: CC(C=NO)(C)SC (2-methyl-2-(methylthio) propionaldehyde oxime), CNC(=O)ON=CC(C)(SC)C (2-methyl-2-(methylthio) propionaldehyde O-(methylcarbamoyl) oxime). Solvent: O (water). Starting materials: CC(C=NO)(C)SC (2-methyl-2-(methylthio) propionaldehyde oxime), CN=C=O (methyl isocyanate). As a reaction SMILES: [CH3:1][C:2]([S:7][CH3:8])([CH3:6])[CH:3]=[N:4][OH:5].[CH3:9][N:10]=[C:11]=[O:12]>O>[CH3:1][C:2]([S:7][CH3:8])([CH3:6])[CH:3]=[N:4][OH:5].[CH3:9][NH:10][C:11]([O:5][N:4]=[CH:3][C:2]([CH3:6])([S:7][CH3:8])[CH3:1])=[O:12]. Procedure details: Nitric acid (70%), 2.3 mL, was added dropwise to a stirred mixture of 2-hydroxyquinoline (available commercially or by one of the methods described in Beilstein 21, 77) 3.5 g (0.024 mole), in 20 mL of concentrated sulfuric acid at 0° C. The reaction mixture was stirred for 2 hours at room temperature and then poured into ice and water. The resulting solid was collected by filtration, washed with cold water and then digested twice with hot methanol to yield 3 g (67%) of 6-nitrocarbostyril as crys... Run in S(O)(O)(=O)=O (sulfuric acid). Reaction conditions: time 2 hour. Reactants: [N+](=O)(O)[O-] (Nitric acid), OC1=NC2=CC=CC=C2C=C1 (2-hydroxyquinoline), O (water). Product: [N+](=O)([O-])C=1C=C2C=CC(NC2=CC1)=O (6-nitrocarbostyril). Yield: 67.0%. As a reaction SMILES: [N+:1]([O-:4])(O)=[O:2].[OH:5][C:6]1[CH:15]=[CH:14][C:13]2[C:8](=[CH:9][CH:10]=[CH:11][CH:12]=2)[N:7]=1.O>S(=O)(=O)(O)O>[N+:1]([C:11]1[CH:12]=[C:13]2[C:8](=[CH:9][CH:10]=1)[NH:7][C:6](=[O:5])[CH:15]=[CH:14]2)([O-:4])=[O:2].